This data is from the Open Reaction Database (ORD), a public repository of structured organic reaction records. The task is: describe an organic reaction: reactants, conditions, products, and yield Reactants: CC(=O)Nc1ccc(S(=O)(=O)Cl)cc1, Cc1cc(N)cc(C)c1S(=O)(=O)C[N+](=O)[O-], CCOC(C)=O, CCCCCC, [Ca+2], O=C([O-])[O-], C1CCOC1, O. Product: CC(=O)Nc1ccc(S(=O)(=O)Nc2cc(C)c(S(=O)(=O)C[N+](=O)[O-])c(C)c2)cc1. RXN SMILES: [C:1]([CH3:2])(=[O:3])[NH:4][c:5]1[cH:6][cH:7][c:8]([S:9](=[O:10])(=[O:11])[Cl:12])[cH:13][cH:14]1.[CH3:15][c:16]1[cH:17][c:18]([NH2:19])[cH:20][c:21]([CH3:30])[c:22]1[S:23](=[O:24])(=[O:25])[CH2:26][N+:27](=[O:28])[O-:29].[CH3:42][CH2:43][O:44][C:45](=[O:46])[CH3:47].[CH3:48][CH2:49][CH2:50][CH2:51][CH2:52][CH3:53].[Ca+2:31].[O-:32][C:33](=[O:34])[O-:35].[O:37]1[CH2:38][CH2:39][CH2:40][CH2:41]1.[OH2:36]>>[C:1]([CH3:2])(=[O:3])[NH:4][c:5]1[cH:6][cH:7][c:8]([S:9](=[O:10])(=[O:11])[NH:19][c:18]2[cH:17][c:16]([CH3:15])[c:22]([S:23](=[O:24])(=[O:25])[CH2:26][N+:27](=[O:28])[O-:29])[c:21]([CH3:30])[cH:20]2)[cH:13][cH:14]1. Starting materials: N1=C(Cl)N=C(Cl)N=C1Cl (cyanuric chloride), CC1(NC(CC(C1)NCCCCCCNC1CC(NC(C1)(C)C)(C)C)(C)C)C (N,N'-bis(2,2,6,6-tetramethyl-4-piperidyl)-1,6-diaminohexane), aqueous solution, [OH-].[Na+] (sodium hydroxide). Solvent: ClCCCl (1,2-dichloroethane), ClCCCl (1,2-dichloroethane). Run at temperature 0 celsius, time 2 hour. Yields the product ClC1=NC(=NC(=N1)Cl)N(CCCCCCN(C1CC(NC(C1)(C)C)(C)C)C1=NC(=NC(=N1)Cl)Cl)C1CC(NC(C1)(C)C)(C)C (N,N'-bis(4,6-dichloro-1,3,5-triazin-2-yl)-N,N'-bis(2,2,6,6-tetramethyl-4-piperidyl)-1,6-diaminohexane). As a reaction SMILES: [CH3:1][C:2]1([CH3:28])[CH2:7][CH:6]([NH:8][CH2:9][CH2:10][CH2:11][CH2:12][CH2:13][CH2:14][NH:15][CH:16]2[CH2:21][C:20]([CH3:23])([CH3:22])[NH:19][C:18]([CH3:25])([CH3:24])[CH2:17]2)[CH2:5][C:4]([CH3:27])([CH3:26])[NH:3]1.[N:29]1[C:36]([Cl:37])=[N:35][C:33]([Cl:34])=[N:32][C:30]=1Cl.[OH-].[Na+]>ClCCCl>[Cl:34][C:33]1[N:35]=[C:36]([Cl:37])[N:29]=[C:30]([N:8]([CH:6]2[CH2:7][C:2]([CH3:28])([CH3:1])[NH:3][C:4]([CH3:27])([CH3:26])[CH2:5]2)[CH2:9][CH2:10][CH2:11][CH2:12][CH2:13][CH2:14][N:15]([C:30]2[N:29]=[C:36]([Cl:37])[N:35]=[C:33]([Cl:34])[N:32]=2)[CH:16]2[CH2:17][C:18]([CH3:25])([CH3:24])[NH:19][C:20]([CH3:23])([CH3:22])[CH2:21]2)[N:32]=1 |f:2.3|. Reported procedure: A solution of 118.20 g (0.30 mol) of N,N'-bis(2,2,6,6-tetramethyl-4-piperidyl)-1,6-diaminohexane in 150 ml of 1,2-dichloroethane is added slowly in the course of 2 hours to a solution, maintained at 0° C., containing 110.70 g (0.60 mol) of cyanuric chloride in 800 ml of 1,2-dichloroethane. 250 ml of an aqueous solution containing 25.20 g (0.63 mol) of sodium hydroxide are then added in 30 minutes at 0° C., and stirring is continued for 2 hours at 0° C. The aqueous phase is then separated off, th... Starting materials: ice water, C(C)(=O)OC(C)=O (Acetic anhydride), ON=C1C(SC2=C(N1)C=CC=C2)=CC=2NC=CC2 (3-hydroxyimino-2-[(pyrrol-2-yl)methylene]-2H-1,4-benzothiazine), ON=C1C(SC2=C(N1)C=CC=C2)=CC=2NC=CC2 (3-hydroxyimino-2-[(pyrrol-2-yl)methylene]-2H-1,4-benzothiazine). Solvent: N1=CC=CC=C1 (pyridine). Conditions: time 30 minute. The product is C(C)(=O)ON=C1C(SC2=C(N1)C=CC=C2)=CC=2NC=CC2 (3-Acetyloxyimino-2-[(pyrrol-2-yl)methylene]-2H-1,4-benzothiazine). Reaction SMILES: C([O:4][C:5](=[O:7])[CH3:6])(=O)C.O[N:9]=[C:10]1[NH:15][C:14]2[CH:16]=[CH:17][CH:18]=[CH:19][C:13]=2[S:12][C:11]1=[CH:20][C:21]1[NH:22][CH:23]=[CH:24][CH:25]=1>N1C=CC=CC=1>[C:5]([O:4][N:9]=[C:10]1[NH:15][C:14]2[CH:16]=[CH:17][CH:18]=[CH:19][C:13]=2[S:12][C:11]1=[CH:20][C:21]1[NH:22][CH:23]=[CH:24][CH:25]=1)(=[O:7])[CH3:6]. Reported procedure: Acetic anhydride (1.3 ml, 13.78 mmol) was added to a solution of 3-hydroxyimino-2-[(pyrrol-2-yl)methylene]-2H-1,4-benzothiazine (0.27 g, 1.05 mmol) (Compound 273) in dry pyridine (1.5 ml). The reaction mixture was stirred for 30 minutes at room temperature, poured into ice water and extracted with ethyl acetate. The organic layer was washed with 10% HCl and brine, dried over magnesium sulfate and brought to dryness in vacuo. The residue was purified by silica gel chromatography using (9:1) dichl... Reactants: C1(=CC=CC=C1)O (phenol), carboxylic acid, C1(=CC=CC=C1)P(C1=CC=CC=C1)C1=CC=CC=C1 (Triphenylphosphine), alcohol, N(=NC(=O)[O-])C(=O)[O-] (azodicaroxylate), N(=NC(=O)OCC)C(=O)OCC (diethyl azodicarboxylate). The solvent is C1CCOC1 (THF), CCOC(=O)C.O (EtOAc water). Run at temperature 0 celsius, time 8 hour. Product: C1(=CC=CC=C1)P(C1=CC=CC=C1)C1=CC=CC=C1.N(=NC(=O)[O-])C(=O)[O-] (Triphenylphosphine Azodicarboxyate). Reaction SMILES: C1(O)C=CC=CC=1.[C:8]1([P:14]([C:21]2[CH:26]=[CH:25][CH:24]=[CH:23][CH:22]=2)[C:15]2[CH:20]=[CH:19][CH:18]=[CH:17][CH:16]=2)[CH:13]=[CH:12][CH:11]=[CH:10][CH:9]=1.[N:27]([C:32]([O-:34])=[O:33])=[N:28][C:29]([O-:31])=[O:30].N(C(OCC)=O)=NC(OCC)=O>C1COCC1.CCOC(C)=O.O>[C:21]1([P:14]([C:8]2[CH:9]=[CH:10][CH:11]=[CH:12][CH:13]=2)[C:15]2[CH:20]=[CH:19][CH:18]=[CH:17][CH:16]=2)[CH:22]=[CH:23][CH:24]=[CH:25][CH:26]=1.[N:27]([C:32]([O-:34])=[O:33])=[N:28][C:29]([O-:31])=[O:30] |f:5.6,7.8|. Procedure: The substrate phenol or carboxylic acid is dissolved in THF (0.05-0.5 M) and chilled to 0° C. Triphenylphosphine (1 -4 eq), alcohol (1-4 eq) and duisopropyl azodicaroxylate (DIAD) or diethyl azodicarboxylate (DEAD) (1 -4 eq) were added, in turn. The reaction was stirred overnight with gradual warming to rt. The reaction mixture is diluted with EtOAc/water and the layers were separated. The aqueous layer is further extracted with EtOAc. The organic layers were combined and washed with water and b... Reactants: C(C)N(C\C=C/C1=C(C=CC(=C1)F)S(=O)(=O)NC1=C(C2=C(C=3C=COC3CCO2)C=C1)C(=O)OC)CC (methyl 8-[2((Z)-3-diethylaminoprop-1-enyl)-4-fluorobenzenesulfonylamino]-4,5-dihydro-3,6-dioxabenzo[e]azulene-7-carboxylate), C(C)N(C\C=C/C1=C(C=CC(=C1)F)S(=O)(=O)NC1=C(C2=C(C=3C=COC3CCO2)C=C1)C(=O)OC)CC (methyl 8-[2((Z)-3-diethylaminoprop-1-enyl)-4-fluorobenzenesulfonylamino]-4,5-dihydro-3,6-dioxabenzo[e]azulene-7-carboxylate). Reagents/catalysts: C(=O)O (Formic acid). Solvent: C(C)O (ethanol). Conditions: time 1 hour. Yields the product C(C)N(CCCC1=C(C=CC(=C1)F)S(=O)(=O)NC1=C(C2=C(C=3C=COC3CCO2)C=C1)C(=O)OC)CC (methyl 8-[2-(3-diethylaminopropyl)-4-fluorobenzenesulfonylamino]-4,5-dihydro-3,6-dioxabenzo[e]azulene-7-carboxylate). The yield is 90.8%. Reaction SMILES: [CH2:1]([N:3]([CH2:36][CH3:37])[CH2:4]/[CH:5]=[CH:6]\[C:7]1[CH:12]=[C:11]([F:13])[CH:10]=[CH:9][C:8]=1[S:14]([NH:17][C:18]1[CH:31]=[CH:30][C:21]2[C:22]3[CH:23]=[CH:24][O:25][C:26]=3[CH2:27][CH2:28][O:29][C:20]=2[C:19]=1[C:32]([O:34][CH3:35])=[O:33])(=[O:16])=[O:15])[CH3:2]>C(O)C.C(O)=O>[CH2:36]([N:3]([CH2:1][CH3:2])[CH2:4][CH2:5][CH2:6][C:7]1[CH:12]=[C:11]([F:13])[CH:10]=[CH:9][C:8]=1[S:14]([NH:17][C:18]1[CH:31]=[CH:30][C:21]2[C:22]3[CH:23]=[CH:24][O:25][C:26]=3[CH2:27][CH2:28][O:29][C:20]=2[C:19]=1[C:32]([O:34][CH3:35])=[O:33])(=[O:16])=[O:15])[CH3:37]. Procedure details: Methyl 8-[2((Z)-3-diethylaminoprop-1-enyl)-4-fluorobenzenesulfonylamino]-4,5-dihydro-3,6-dioxabenzo[e]azulene-7-carboxylate (Intermediate 5, 0.147 g) was suspended in ethanol. Formic acid (2 drops) was added and the flask was evacuated and purged with nitrogen gas. Palladium hydroxide (20% wt, 0.015 g) was added and nitrogen was replaced by hydrogen and the mixture was stirred at room temperature under an atmosphere of hydrogen for 1 hour. The mixture was filtered through a pad of Celite and was... Starting materials: Cl.C(C)OC(=O)C1(OC2=C(O1)C=CC(=C2)C[C@@H](C)N)C(=O)OCC ((R)-5-(2-aminopropyl)-1,3-benzodioxole-2,2-dicarboxylic acid diethyl ester hydrochloride), C(O)([O-])=O.[Na+] (sodium hydrogen carbonate). Run in ClCCl (dichloromethane). The product is N[C@@H](CC1=CC2=C(OC(O2)(C(=O)OCC)C(=O)OCC)C=C1)C ((R)-5-(2-Aminopropyl)-1,3-benzodioxole-2,2-dicarboxylic acid, diethyl ester). RXN SMILES: Cl.[CH2:2]([O:4][C:5]([C:7]1([C:20]([O:22][CH2:23][CH3:24])=[O:21])[O:11][C:10]2[CH:12]=[CH:13][C:14]([CH2:16][C@H:17]([NH2:19])[CH3:18])=[CH:15][C:9]=2[O:8]1)=[O:6])[CH3:3].C(=O)([O-])O.[Na+]>ClCCl>[NH2:19][C@H:17]([CH3:18])[CH2:16][C:14]1[CH:13]=[CH:12][C:10]2[O:11][C:7]([C:20]([O:22][CH2:23][CH3:24])=[O:21])([C:5]([O:4][CH2:2][CH3:3])=[O:6])[O:8][C:9]=2[CH:15]=1 |f:0.1,2.3|. Procedure: A solution of (R)-5-(2-aminopropyl)-1,3-benzodioxole-2,2-dicarboxylic acid diethyl ester hydrochloride (646 mg, 2 mMol) in dichloromethane (80 ml) was shaken with a saturated solution of sodium hydrogen carbonate (20 ml) for 30 seconds. The organic layer was separated and the aqueous layer was extracted with dichloromethane (2×50 ml). The combined organic extracts were washed with water (50 ml) and brine (50 ml), dried (MgSO4). The solvent was evaporated giving the title compound which was used ... Reactants: C(C)(C)(C)OC(=O)NC1=CC=C(C=C1)N (N-(t-butoxycarbonyl) 4-aminoaniline), ClC1=NC=NC2=CC(=C(C=C12)OC)OCCCN1CCOCC1 (4-chloro-6-methoxy-7-(3-morpholinopropoxy)quinazoline). The solvent is C(C)(C)O (isopropanol). The product is Cl.Cl.C(=O)(OC(C)(C)C)NC1=CC=C(NC2=NC=NC3=CC(=C(C=C23)OC)OCCCN2CCOCC2)C=C1 (4-(4-(N-Boc-amino)anilino)-6-methoxy-7-(3-morpholinopropoxy)quinazoline dihydrochloride). Yield: 189.4%. Reaction SMILES: [C:1]([O:5][C:6]([NH:8][C:9]1[CH:14]=[CH:13][C:12]([NH2:15])=[CH:11][CH:10]=1)=[O:7])([CH3:4])([CH3:3])[CH3:2].[Cl:16][C:17]1[C:26]2[C:21](=[CH:22][C:23]([O:29][CH2:30][CH2:31][CH2:32][N:33]3[CH2:38][CH2:37][O:36][CH2:35][CH2:34]3)=[C:24]([O:27][CH3:28])[CH:25]=2)[N:20]=[CH:19][N:18]=1>C(O)(C)C>[ClH:16].[ClH:16].[C:6]([NH:8][C:9]1[CH:10]=[CH:11][C:12]([NH:15][C:17]2[C:26]3[C:21](=[CH:22][C:23]([O:29][CH2:30][CH2:31][CH2:32][N:33]4[CH2:34][CH2:35][O:36][CH2:37][CH2:38]4)=[C:24]([O:27][CH3:28])[CH:25]=3)[N:20]=[CH:19][N:18]=2)=[CH:13][CH:14]=1)([O:5][C:1]([CH3:4])([CH3:2])[CH3:3])=[O:7] |f:3.4.5|. Procedure: A solution of N-(t-butoxycarbonyl) 4-aminoaniline (5.73 g, 27.5 mmol), and 4-chloro-6-methoxy-7-(3-morpholinopropoxy)quinazoline (8.44 g, 25.0 mmol), in isopropanol (100 ml) was heated at reflux for 3.5 hours before the reaction was allowed to cool to ambient temperature. The solid which had precipitated was collected by suction filtration and washed with diethyl ether (2×100 ml). Drying of this material yielded 4-(4-(N-Boc-amino)anilino)-6-methoxy-7-(3-morpholinopropoxy)quinazoline dihydrochlor... Reactants: C(C)(C)NS(=O)(=O)CC(C)=O (N-isopropyl-2-oxopropanesulfonamide), [N+](=O)([O-])C=1C=C(C=O)C=CC1 (3-nitrobenzaldehyde), N1CCCCC1 (piperidine), C(C)(=O)O (acetic acid). The solvent is C1=CC=CC=C1 (benzene). Yields the product C(C)(=O)C(=CS(=O)(=O)NC(C)C)C1=CC(=CC=C1)[N+](=O)[O-] (α-acetyl-N-isopropyl-3-nitrostyrenesulfonamide). As a reaction SMILES: [CH:1]([NH:4][S:5]([CH2:8][C:9](=O)[CH3:10])(=[O:7])=[O:6])([CH3:3])[CH3:2].[N+:12]([C:15]1[CH:16]=C([CH:20]=[CH:21][CH:22]=1)C=O)([O-:14])=[O:13].N1CCCCC1.[C:29](O)(=[O:31])[CH3:30]>C1C=CC=CC=1>[C:29]([C:9]([C:10]1[CH:20]=[CH:21][CH:22]=[C:15]([N+:12]([O-:14])=[O:13])[CH:16]=1)=[CH:8][S:5]([NH:4][CH:1]([CH3:3])[CH3:2])(=[O:7])=[O:6])(=[O:31])[CH3:30]. Reported procedure: A solution of 7.5 g (about 0.04 mol) of N-isopropyl-2-oxopropanesulfonamide and 6.0 g (0.04 mol) of 3-nitrobenzaldehyde in 40 ml of benzene is treated with 0.16 ml of piperidine and 0.48 ml of glacial acetic acid in an analogous manner to that described in Example 1. The oily crude product is triturated with ether, whereby crystallization occurs. There are obtained 2.5 g of α-acetyl-N-isopropyl-3-nitrostyrenesulfonamide in the form of colorless crystals, m.p. 153°-157°. Starting materials: COC=1C=C(C[C@@H]2NCCC3=CC(=C(C=C23)OC)OC)C=CC1OC ((1S)-1-(3,4-Dimethoxy-benzyl)-6,7-dimethoxy-1,2,3,4-tetrahydroisoquinoline), BrCC(=O)Br (2-bromoacetyl bromide), N[C@@H]1CCC2=CC=CC=C12 ((1R)-1-amino-indane). As a reaction SMILES: [CH3:1][O:2][C:3]1[CH:4]=[C:5]([CH:21]=[CH:22][C:23]=1[O:24][CH3:25])[CH2:6][C@H:7]1[C:16]2[C:11](=[CH:12][C:13]([O:19][CH3:20])=[C:14]([O:17][CH3:18])[CH:15]=2)[CH2:10][CH2:9][NH:8]1.Br[CH2:27][C:28](Br)=[O:29].[NH2:31][C@H:32]1[C:40]2[C:35](=[CH:36][CH:37]=[CH:38][CH:39]=2)[CH2:34][CH2:33]1>>[CH3:1][O:2][C:3]1[CH:4]=[C:5]([CH:21]=[CH:22][C:23]=1[O:24][CH3:25])[CH2:6][C@H:7]1[C:16]2[C:11](=[CH:12][C:13]([O:19][CH3:20])=[C:14]([O:17][CH3:18])[CH:15]=2)[CH2:10][CH2:9][N:8]1[CH2:27][C:28]([NH:31][C@H:32]1[C:40]2[C:35](=[CH:36][CH:37]=[CH:38][CH:39]=2)[CH2:34][CH2:33]1)=[O:29]. Reported procedure: prepared by reaction of (1S)-1-(3,4-Dimethoxy-benzyl)-6,7-dimethoxy-1,2,3,4-tetrahydroisoquinoline and 2-bromoacetyl bromide with (1R)-1-amino-indane Yields the product COC=1C=C(C[C@@H]2N(CCC3=CC(=C(C=C23)OC)OC)CC(=O)N[C@@H]2CCC3=CC=CC=C23)C=CC1OC (2-[(1S)-1-(3,4-Dimethoxy-benzyl)-6,7-dimethoxy-3,4-dihydro-1H-isoquinolin-2-yl]-N-[(1R)-indan-1-yl]-acetamide).